This data is from the Open Reaction Database (ORD), a public repository of structured organic reaction records. The task is: describe an organic reaction: reactants, conditions, products, and yield The reactants are ClC1=C(C(=O)O)C=C(C=C1)[N+](=O)[O-] (2-Chloro-5-nitrobenzoic acid), NCCN1CCN(CC1)C1=CC=CC=C1 (1-(2-aminoethyl)-4-phenylpiperazine), C(=O)([O-])[O-].[K+].[K+] (K2CO3), C(CC(C)C)O (isoamyl alcohol). Solvent: C(CCC)O (butanol). Yields the product [N+](=O)([O-])C=1C=CC(=C(C(=O)O)C1)NCCN1CCN(CC1)C1=CC=CC=C1 (5-Nitro-2-(2-[4-phenyl-1-piperazinyl]ethylamino)benzoic acid). Isolated yield 66.9%. RXN SMILES: Cl[C:2]1[CH:10]=[CH:9][C:8]([N+:11]([O-:13])=[O:12])=[CH:7][C:3]=1[C:4]([OH:6])=[O:5].[NH2:14][CH2:15][CH2:16][N:17]1[CH2:22][CH2:21][N:20]([C:23]2[CH:28]=[CH:27][CH:26]=[CH:25][CH:24]=2)[CH2:19][CH2:18]1.C([O-])([O-])=O.[K+].[K+].C(O)CC(C)C>C(O)CCC>[N+:11]([C:8]1[CH:9]=[CH:10][C:2]([NH:14][CH2:15][CH2:16][N:17]2[CH2:22][CH2:21][N:20]([C:23]3[CH:28]=[CH:27][CH:26]=[CH:25][CH:24]=3)[CH2:19][CH2:18]2)=[C:3]([CH:7]=1)[C:4]([OH:6])=[O:5])([O-:13])=[O:12] |f:2.3.4|. Reported procedure: 2-Chloro-5-nitrobenzoic acid (179 g), 182.5 g 1-(2-aminoethyl)-4-phenylpiperazine, 138 g K2CO3, 900 ml isoamyl alcohol and CuO catalyst were refluxed for 8 hours adding a pinch of CuO periodically. The mixture was cooled overnight, diluted with butanol and filtered. The solid was dissolved in water and neutralized to pH 4-4.5 with 3N HCl to give 247 g crude product. This was recrystallized from 3.5 liters dimethylformamide and 1 liter of water to give 220 g product, m.243-6. Starting materials: N[C@@H](C(C)C)C(=O)O.N[C@@H](CC1=CC=CC=C1)C(=O)O (L-valine L-phenylalanine), C[Si](C)(C)Cl (trimethylsilyl chloride). The solvent is CO (methyl alcohol). Yields the product COC([C@@H](NC([C@@H](N)C(C)C)=O)CC1=CC=CC=C1)=O (N-L-Valyl-L-phenylalanine methyl ester). RXN SMILES: [NH2:1][C@H:2]([C:6]([OH:8])=O)[CH:3]([CH3:5])[CH3:4].[NH2:9][C@H:10]([C:18]([OH:20])=[O:19])[CH2:11][C:12]1[CH:17]=[CH:16][CH:15]=[CH:14][CH:13]=1.[CH3:21][Si](Cl)(C)C>CO>[CH3:21][O:19][C:18](=[O:20])[C@H:10]([CH2:11][C:12]1[CH:17]=[CH:16][CH:15]=[CH:14][CH:13]=1)[NH:9][C:6](=[O:8])[C@H:2]([CH:3]([CH3:5])[CH3:4])[NH2:1] |f:0.1|. Reported procedure: The title compound is prepared by the procedure of Example 7 using 0.50 g of L-valine-L-phenylalanine, 10 ml of methyl alcohol and 0.564 ml of trimethylsilyl chloride to give 0.57 g of the desired product. Reactants: CSC1=CC=C(C(=O)O)C=C1 (4-(methylthio)benzoic acid), COC([C@@H](N)CC(C)C)=O (Leucine methyl ester). Product: CC(C[C@H](C(=O)OC)NC(C1=CC=C(C=C1)SC)=O)C ((R)-methyl 4-methyl-2-(4-(methylthio)benzamido)pentanoate). RXN SMILES: [CH3:1][S:2][C:3]1[CH:11]=[CH:10][C:6]([C:7]([OH:9])=O)=[CH:5][CH:4]=1.[CH3:12][O:13][C:14](=[O:21])[C@H:15]([CH2:17][CH:18]([CH3:20])[CH3:19])[NH2:16]>>[CH3:19][CH:18]([CH3:20])[CH2:17][C@@H:15]([NH:16][C:7](=[O:9])[C:6]1[CH:5]=[CH:4][C:3]([S:2][CH3:1])=[CH:11][CH:10]=1)[C:14]([O:13][CH3:12])=[O:21]. Reported procedure: Prepared in a similar manner to example 4 using 4-(methylthio)benzoic acid and D Leucine methyl ester. MS (M+H, 296). The reactants are O(C1=CC=CC=C1)CC(=O)O (phenoxyacetic acid), C(C)O (ethanol), S(O)(O)(=O)=O (sulfuric acid), ice water. The product is O(C1=CC=CC=C1)CC(=O)OCC (ethyl phenoxyacetate). As a reaction SMILES: [O:1]([CH2:8][C:9]([OH:11])=[O:10])[C:2]1[CH:7]=[CH:6][CH:5]=[CH:4][CH:3]=1.S(=O)(=O)(O)O.[CH2:17](O)[CH3:18]>>[O:1]([CH2:8][C:9]([O:11][CH2:17][CH3:18])=[O:10])[C:2]1[CH:7]=[CH:6][CH:5]=[CH:4][CH:3]=1. Procedure details: A mixture of 30 g. of phenoxyacetic acid, 100 ml. of ethanol and 10 ml. of sulfuric acid is refluxed for 22 hours, cooled, poured into ice water and extracted with methylene chloride. The organic extract is washed with water to neutrality, dried over sodium sulfate and evaporated to dryness under vacuum, to yield ethyl phenoxyacetate, b.p. 123°/17 mm.Hg. Reactants: BrC=1C=C2C[C@H](CC2=CC1)NS(=O)(=O)C(C)C (N-[(2S)-5-bromo-2,3-dihydro-1H-inden-2-yl]-2-propanesulfonamide), CC1=CC=C(C=N1)O (6-methyl-3-pyridinol), C([O-])([O-])=O.[Cs+].[Cs+] (caesium carbonate), CN(CC(=O)O)C (N,N-dimethylglycine). The reagents and catalysts are [Cu]I (copper(I) iodide). Run in CS(=O)C (DMSO). Run at temperature 190 celsius. Product: CC1=CC=C(C=N1)OC=1C=C2C[C@H](CC2=CC1)NS(=O)(=O)C(C)C (N-{(2S)-5-[(6-methyl-3-pyridinyl)oxy]-2,3-dihydro-1H-inden-2-yl}-2-propanesulfonamide). Isolated yield 23.3%. RXN SMILES: Br[C:2]1[CH:3]=[C:4]2[C:8](=[CH:9][CH:10]=1)[CH2:7][C@H:6]([NH:11][S:12]([CH:15]([CH3:17])[CH3:16])(=[O:14])=[O:13])[CH2:5]2.[CH3:18][C:19]1[N:24]=[CH:23][C:22]([OH:25])=[CH:21][CH:20]=1.C(=O)([O-])[O-].[Cs+].[Cs+].CN(C)CC(O)=O>CS(C)=O.[Cu]I>[CH3:18][C:19]1[N:24]=[CH:23][C:22]([O:25][C:2]2[CH:3]=[C:4]3[C:8](=[CH:9][CH:10]=2)[CH2:7][C@H:6]([NH:11][S:12]([CH:15]([CH3:17])[CH3:16])(=[O:14])=[O:13])[CH2:5]3)=[CH:21][CH:20]=1 |f:2.3.4|. Reported procedure: A reaction mixture of N-[(2S)-5-bromo-2,3-dihydro-1H-inden-2-yl]-2-propanesulfonamide (100 mg, 0.31 mmol, Description 1), 6-methyl-3-pyridinol (35 mg, 0.32 mmol), caesium carbonate (308 mg, 0.94 mmol), copper(I) iodide (66 mg, 0.35 mmol) and N,N-dimethylglycine (39 mg, 0.38 mmol) in DMSO (1.5 ml) was heated in a microwave at 190° C. for 30 minutes. The reaction mixture was then partitioned between dichloromethane and water and the organic solution was dried (MgSO4) and evaporated under reduced p... The reactants are CC(C)(C)c1nc(C(=O)N2CCOC3(CCN(Cc4cc(CCO)cs4)CC3)C2)cs1, O=C([O-])O, CCOC(C)=O, ClCCl, O=C(O)C(F)(F)F, [Na+], [Na+], [Na+], O=S([O-])([O-])=S. The product is CC(C)(C)c1nc(C(=O)N2CCOC3(CCN(Cc4cc(CC=O)cs4)CC3)C2)cs1. As a reaction SMILES: [C:1]([CH3:2])([CH3:3])([CH3:4])[c:5]1[s:6][cH:7][c:8]([C:10](=[O:11])[N:12]2[CH2:13][CH2:14][O:15][C:16]3([CH2:17]2)[CH2:18][CH2:19][N:20]([CH2:23][c:24]2[s:25][cH:26][c:27]([CH2:29][CH2:30][OH:31])[cH:28]2)[CH2:21][CH2:22]3)[n:9]1.[C:46](=[O:47])([OH:48])[O-:49].[CH3:54][CH2:55][O:56][C:57](=[O:58])[CH3:59].[Cl:51][CH2:52][Cl:53].[F:32][C:33]([F:34])([F:35])[C:36]([OH:37])=[O:38].[Na+:44].[Na+:45].[Na+:50].[S:39]([O-:40])([O-:41])(=[O:42])=[S:43]>>[C:1]([CH3:2])([CH3:3])([CH3:4])[c:5]1[s:6][cH:7][c:8]([C:10](=[O:11])[N:12]2[CH2:13][CH2:14][O:15][C:16]3([CH2:17]2)[CH2:18][CH2:19][N:20]([CH2:23][c:24]2[s:25][cH:26][c:27]([CH2:29][CH:30]=[O:31])[cH:28]2)[CH2:21][CH2:22]3)[n:9]1. Starting materials: O (water), FC1=CC=C(C#N)C=C1 (4-fluorobenzonitrile), C1(CCCCC1)OC1CCNCC1 (4-(cyclohexyloxy)piperidine), C([O-])([O-])=O.[K+].[K+] (potassium carbonate). Run in CN(C)C=O (DMF). Yields the product C1(CCCCC1)OC1CCN(CC1)C1=CC=C(C#N)C=C1 (4-[4-cyclohexyloxypiperidin-1-yl)benzonitrile). Yield: 53.9%. As a reaction SMILES: F[C:2]1[CH:9]=[CH:8][C:5]([C:6]#[N:7])=[CH:4][CH:3]=1.[CH:10]1([O:16][CH:17]2[CH2:22][CH2:21][NH:20][CH2:19][CH2:18]2)[CH2:15][CH2:14][CH2:13][CH2:12][CH2:11]1.C(=O)([O-])[O-].[K+].[K+].O>CN(C=O)C>[CH:10]1([O:16][CH:17]2[CH2:18][CH2:19][N:20]([C:2]3[CH:9]=[CH:8][C:5]([C:6]#[N:7])=[CH:4][CH:3]=3)[CH2:21][CH2:22]2)[CH2:15][CH2:14][CH2:13][CH2:12][CH2:11]1 |f:2.3.4|. Reported procedure: A solution of 4-fluorobenzonitrile (1.50 g), 4-(cyclohexyloxy)piperidine (2.40 g) and potassium carbonate (3.3 g) in DMF (30 ml) was stirred at 90-95° C. for 6 hours. The reaction mixture was poured into water (100 ml) and extracted twice with a mixture of ethyl acetate and n-hexane (80 ml:30 ml). The extracts were combined, washed with saturated aqueous sodium chloride, dried over magnesium sulfate and evaporated in vacuo. The resulting residue was chromatographed on silica gel (200 ml) eluting... Reactants: CC[C@@H](C=1C=CC=C(C1)O)[C@@H](C)CN(C)C (tapentadol), Cl.CN(C[C@@H]([C@](CC)(O)C1=CC(=CC=C1)OC)C)C ((−)-(2S,3S)-1-dimethylamino-3-(3-methoxyphenyl)-2-methylpentan-3-ol hydrochloride), S(=O)(Cl)Cl (thionyl chloride). Product: Cl.Cl[C@]([C@H](CN(C)C)C)(CC)C1=CC(=CC=C1)OC ((−)-(2S,3S)-[3-chloro-3-(3-methoxyphenyl)-2-methylpentyl]-dimethylamine hydrochloride). Reaction SMILES: CC[C@H]([C@H](CN(C)C)C)C1C=CC=C(O)C=1.[ClH:17].[CH3:18][N:19]([CH3:35])[CH2:20][C@H:21]([CH3:34])[C@@:22]([C:26]1[CH:31]=[CH:30][CH:29]=[C:28]([O:32][CH3:33])[CH:27]=1)(O)[CH2:23][CH3:24].S(Cl)([Cl:38])=O>>[ClH:38].[Cl:17][C@@:22]([C:26]1[CH:31]=[CH:30][CH:29]=[C:28]([O:32][CH3:33])[CH:27]=1)([CH2:23][CH3:24])[C@@H:21]([CH3:34])[CH2:20][N:19]([CH3:35])[CH3:18] |f:1.2,4.5|. Reported procedure: According to the '737 patent, tapentadol is prepared by the reaction of (−)-(2S,3S)-1-dimethylamino-3-(3-methoxyphenyl)-2-methylpentan-3-ol hydrochloride with thionyl chloride to produce (−)-(2S,3S)-[3-chloro-3-(3-methoxyphenyl)-2-methylpentyl]-dimethylamine hydrochloride, followed by subsequent removal of the ‘Cl’ substituent by treatment with zinc borohydride, zinc cyanoborohydride or tin cyanoborohydride, to produce (−)-(2R,3R)-[3-(3-methoxyphenyl)-2-methylpentyl]-dimethylamine hydrochloride....